Dataset: the Open Reaction Database (ORD), a public repository of structured organic reaction records. Task: describe an organic reaction: reactants, conditions, products, and yield The reactants are CN1C(=O)N2C=NC(=C2N=N1)C(=O)N (Temozolomide), BrCC(=O)C1=CC=CC=C1 (2-bromoacetophenone). Run at temperature 130 celsius. The product is CN1N=NC=2N(C1=O)C=NC2C=2OC=C(N2)C2=CC=CC=C2 (3-Methyl-8-(4-phenyloxazol-2-yl)imidazo[5,1-d][1,2,3,5]tetrazin-4(3H)-one). Isolated yield 1.0%. Reaction SMILES: [CH3:1][N:2]1[N:11]=[N:10][C:9]2[N:5]([CH:6]=[N:7][C:8]=2[C:12]([NH2:14])=[O:13])[C:3]1=[O:4].Br[CH2:16][C:17]([C:19]1[CH:24]=[CH:23][CH:22]=[CH:21][CH:20]=1)=O>>[CH3:1][N:2]1[C:3](=[O:4])[N:5]2[CH:6]=[N:7][C:8]([C:12]3[O:13][CH:16]=[C:17]([C:19]4[CH:24]=[CH:23][CH:22]=[CH:21][CH:20]=4)[N:14]=3)=[C:9]2[N:10]=[N:11]1. Procedure: Temozolomide (0.200 g; 1.03 mmol) and 2-bromoacetophenone (0.246 g; 1.24 mmol) were stirred in a sealed tube under nitrogen, and heated to 130° C. for 1 hour. The mixture was cooled, and then concentrated in vacuo before being applied directly to the head of a chromatography column (SiO2) and purified by column chromatography (DCM:MeOH, 5:1), to give the title compound as a yellow powder (0.003 g; 1%). δH (DMSO-d6) 8.97 (1H, s), 8.88 (1H, s), 7.91 (2H, t, J=7.4), 7.50 (2H, t, J=7.4), 7.39 (1H, t... Reaction conditions: time 24 hour. The yield is 66.9%. Yields the product ClC=1C=[N+](C=C(C1C[C@@H](C1=CC(=C(C=C1)OC)OC)OC(C1=CC(=CC=C1)CNC1=C(C=CC=C1)Cl)=O)Cl)[O-] ([(1S)-2-(3,5-dichloro-1-oxido-pyridin-1-ium-4-yl)-1-(3,4-dimethoxyphenyl)ethyl]3-[(2-chloroanilino)methyl]benzoate). Procedure: To a solution of [(1S)-2-(3,5-dichloro-1-oxido-pyridin-1-ium-4-yl)-1-(3,4-dimethoxyphenyl)ethyl]3-formylbenzoate (332 mg, 0.697 mmol) and 2-chloroaniline (0.077 mL, 0.732 mmol) in anhydrous DCM (3.5 mL) was added acetic acid (0.042 mL, 0.732 mmol). The mixture was stirred at room temperature for 24 hours. NaBH(OAc)3 (369 mg, 1.74 mmol) was added, and the mixture was stirred at room temperature for 24 hours. After addition of water (2.5 mL), the mixture was stirred at room temperature for 1 hour.... RXN SMILES: [Cl:1][C:2]1[CH:3]=[N+:4]([O-:32])[CH:5]=[C:6]([Cl:31])[C:7]=1[CH2:8][C@H:9]([O:20][C:21](=[O:30])[C:22]1[CH:27]=[CH:26][CH:25]=[C:24]([CH:28]=O)[CH:23]=1)[C:10]1[CH:15]=[CH:14][C:13]([O:16][CH3:17])=[C:12]([O:18][CH3:19])[CH:11]=1.[Cl:33][C:34]1[CH:40]=[CH:39][CH:38]=[CH:37][C:35]=1[NH2:36].C(O)(=O)C.[BH-](OC(C)=O)(OC(C)=O)OC(C)=O.[Na+]>C(Cl)Cl.O>[Cl:1][C:2]1[CH:3]=[N+:4]([O-:32])[CH:5]=[C:6]([Cl:31])[C:7]=1[CH2:8][C@H:9]([O:20][C:21](=[O:30])[C:22]1[CH:27]=[CH:26][CH:25]=[C:24]([CH2:28][NH:36][C:35]2[CH:37]=[CH:38][CH:39]=[CH:40][C:34]=2[Cl:33])[CH:23]=1)[C:10]1[CH:15]=[CH:14][C:13]([O:16][CH3:17])=[C:12]([O:18][CH3:19])[CH:11]=1 |f:3.4|. The reactants are [BH-](OC(=O)C)(OC(=O)C)OC(=O)C.[Na+] (NaBH(OAc)3), ClC=1C=[N+](C=C(C1C[C@@H](C1=CC(=C(C=C1)OC)OC)OC(C1=CC(=CC=C1)C=O)=O)Cl)[O-] ([(1S)-2-(3,5-dichloro-1-oxido-pyridin-1-ium-4-yl)-1-(3,4-dimethoxyphenyl)ethyl]3-formylbenzoate), ClC1=C(N)C=CC=C1 (2-chloroaniline), C(C)(=O)O (acetic acid). Solvent: C(Cl)Cl (DCM), O (water). Reactants: O=C(c1ccc(Cl)nc1)c1cn(Cc2cccc(Br)n2)c2ccccc2c1=O, C[O-], CO, [Na+]. The product is COc1ccc(C(=O)c2cn(Cc3cccc(Br)n3)c3ccccc3c2=O)cn1. RXN SMILES: [Br:1][c:2]1[cH:3][cH:4][cH:5][c:6]([CH2:8][n:9]2[cH:10][c:11]([C:20](=[O:21])[c:22]3[cH:23][n:24][c:25]([Cl:28])[cH:26][cH:27]3)[c:12](=[O:19])[c:13]3[cH:14][cH:15][cH:16][cH:17][c:18]23)[n:7]1.[CH3:29][O-:30].[CH3:32][OH:33].[Na+:31]>>[Br:1][c:2]1[cH:3][cH:4][cH:5][c:6]([CH2:8][n:9]2[cH:10][c:11]([C:20](=[O:21])[c:22]3[cH:23][n:24][c:25]([O:30][CH3:29])[cH:26][cH:27]3)[c:12](=[O:19])[c:13]3[cH:14][cH:15][cH:16][cH:17][c:18]23)[n:7]1. The reactants are NC1=C(C(=NC(=C1C)C1=CC(=C(C=C1)C=O)F)C(=O)OC)Cl (methyl 4-amino-3-chloro-6-(3-fluoro-4-formylphenyl)-5-methylpicolinate), C([O-])([O-])=O.[K+].[K+] (potassium carbonate), COP(OC)(=O)C(C(C)=O)=[N+]=[N-] (dimethyl(1-diazo-2-oxopropyl)phosphonate). Run in CO (methanol). The product is NC1=C(C(=NC(=C1C)C1=CC(=C(C=C1)C#C)F)C(=O)OC)Cl (methyl 4-amino-3-chloro-6-(4-ethynyl-3-fluorophenyl)-5-methylpicolinate). The yield is 69.9%. As a reaction SMILES: [NH2:1][C:2]1[C:7]([CH3:8])=[C:6]([C:9]2[CH:14]=[CH:13][C:12]([CH:15]=O)=[C:11]([F:17])[CH:10]=2)[N:5]=[C:4]([C:18]([O:20][CH3:21])=[O:19])[C:3]=1[Cl:22].[C:23](=O)([O-])[O-].[K+].[K+].COP(C(=[N+]=[N-])C(=O)C)(=O)OC>CO>[NH2:1][C:2]1[C:7]([CH3:8])=[C:6]([C:9]2[CH:14]=[CH:13][C:12]([C:15]#[CH:23])=[C:11]([F:17])[CH:10]=2)[N:5]=[C:4]([C:18]([O:20][CH3:21])=[O:19])[C:3]=1[Cl:22] |f:1.2.3|. Reported procedure: To a solution of methyl 4-amino-3-chloro-6-(3-fluoro-4-formylphenyl)-5-methylpicolinate (358 mg, 1.1 mmol) and potassium carbonate (537 mg, 3.9 mmol) in methanol (11 mL) at room temperature was added 1 mL of dimethyl(1-diazo-2-oxopropyl)phosphonate (Bestmann-Ohira reagent, crude reagent) for 3 h. The reaction was quenched with saturated aqueous sodium bicarbonate and extracted with ethyl acetate (3×). The combined organic layers were dried organics over anhydrous sodium sulfate, filtered, and ad... Starting materials: CS(C)=O, OB(O)c1cc(F)cc(F)c1, COc1ccc(-c2nc3cc(Br)ccc3o2)cc1[N+](=O)[O-]. Yields the product COc1ccc(-c2nc3cc(-c4cc(F)cc(F)c4)ccc3o2)cc1[N+](=O)[O-]. RXN SMILES: [CH3:33][S:34]([CH3:35])=[O:36].[F:22][c:23]1[cH:24][c:25]([B:30]([OH:31])[OH:32])[cH:26][c:27]([F:29])[cH:28]1.[N+:1](=[O:2])([O-:3])[c:4]1[cH:5][c:6](-[c:12]2[o:13][c:14]3[c:15]([n:16]2)[cH:17][c:18]([Br:21])[cH:19][cH:20]3)[cH:7][cH:8][c:9]1[O:10][CH3:11]>>[N+:1](=[O:2])([O-:3])[c:4]1[cH:5][c:6](-[c:12]2[o:13][c:14]3[c:15]([n:16]2)[cH:17][c:18](-[c:25]2[cH:24][c:23]([F:22])[cH:28][c:27]([F:29])[cH:26]2)[cH:19][cH:20]3)[cH:7][cH:8][c:9]1[O:10][CH3:11]. Starting materials: BrN1C(CCC1=O)=O (N-bromosuccinimide), C(#N)C1=CC=C(C=C1)CC(=O)OCC (ethyl p-cyanophenylacetate), [H-].[Na+] (sodium hydride). Run in COCCOCCOC (diglyme), COCCOCCOC (diglyme). Conditions: time 2 hour. Yields the product C(C)OC(C(Br)C1=CC=C(C=C1)C#N)=O (ethyl-α-bromo-p-cyanophenylacetate). Reaction SMILES: [C:1]([C:3]1[CH:8]=[CH:7][C:6]([CH2:9][C:10]([O:12][CH2:13][CH3:14])=[O:11])=[CH:5][CH:4]=1)#[N:2].[H-].[Na+].[Br:17]N1C(=O)CCC1=O>COCCOCCOC>[CH2:13]([O:12][C:10](=[O:11])[CH:9]([C:6]1[CH:7]=[CH:8][C:3]([C:1]#[N:2])=[CH:4][CH:5]=1)[Br:17])[CH3:14] |f:1.2|. Procedure details: A solution of 1.9 g of ethyl p-cyanophenylacetate in 50 ml of diglyme is added to a slurry of 0.48 g of sodium hydride (50% oil dispersion) in 10 ml of diglyme. The reaction mixture is stirred at room temperature for 2 h, cooled to 0° and 1.75 g of N-bromosuccinimide is added portionwise. The solvent is evaporated under high vacuum and the residue is chromatographed on 50 g of silica with ether to yield ethyl-α-bromo-p-cyanophenylacetate.